From a dataset of the Open Reaction Database (ORD), a public repository of structured organic reaction records. describe an organic reaction: reactants, conditions, products, and yield Reactants: [Cl-].[Al+3].[Cl-].[Cl-] (aluminum chloride), CC1=C(C=CC(=S)O)C=CC=C1 (o-methylthiocinnamic acid), C(=S)=S (carbon disulfide), Cl (hydrochloric acid). Run at time 3 hour. Yields the product CSC1=C2CCC(C2=CC=C1)=O (4-Methylthio-1-indanone). As a reaction SMILES: C[C:2]1[CH:12]=[CH:11][CH:10]=[CH:9][C:3]=1[CH:4]=[CH:5][C:6]([OH:8])=S.[Cl-].[Al+3].[Cl-].[Cl-].Cl.[C:18](=S)=[S:19]>>[CH3:18][S:19][C:9]1[CH:10]=[CH:11][CH:12]=[C:2]2[C:3]=1[CH2:4][CH2:5][C:6]2=[O:8] |f:1.2.3.4|. Procedure: To a solution of 50 g of o-methylthiocinnamic acid in 500 ml of carbon disulfide was gradually added with stirring 34 g of aluminum chloride, and the resulting mixture was then boiled with stirring for 3 hours. The reaction liquid after reaction was poured into a cooled 1 N aqueous hydrochloric acid solution and extracted with ethyl acetate. The ethyl acetate solution was washed with an aqueous potassium carbonate solution, followed by water-washing and then drying over anhydrous sodium sulfate,... Starting materials: C(C)OC1=NOC(=N1)C1CN(CC(C1)C1=CC=C(C=C1)CC(F)(F)F)C(=O)N1CCSCC1 ({3-(3-Ethoxy-1,2,4-oxadiazol-5-yl)-5-[4-(2,2,2-trifluoroethyl)phenyl]piperidin-1-yl}-(thiomorpholin-4-yl)methanone), ClC1=CC(=CC=C1)C(=O)OO (meta-chloroperbenzoic acid). Yields the product C(C)OC1=NOC(=N1)C1CN(CC(C1)C1=CC=C(C=C1)CC(F)(F)F)C(=O)N1CCS(CC1)=O ({3-(3-Ethoxy-1,2,4-oxadiazol-5-yl)-5-[4-(2,2,2-trifluoroethyl)phenyl]piperidin-1-yl}(1-oxidothio-morpholin-4-yl)methanone). Isolated yield 44.1%. As a reaction SMILES: [CH2:1]([O:3][C:4]1[N:8]=[C:7]([CH:9]2[CH2:14][CH:13]([C:15]3[CH:20]=[CH:19][C:18]([CH2:21][C:22]([F:25])([F:24])[F:23])=[CH:17][CH:16]=3)[CH2:12][N:11]([C:26]([N:28]3[CH2:33][CH2:32][S:31][CH2:30][CH2:29]3)=[O:27])[CH2:10]2)[O:6][N:5]=1)[CH3:2].ClC1C=CC=C(C(OO)=[O:42])C=1>>[CH2:1]([O:3][C:4]1[N:8]=[C:7]([CH:9]2[CH2:14][CH:13]([C:15]3[CH:20]=[CH:19][C:18]([CH2:21][C:22]([F:25])([F:24])[F:23])=[CH:17][CH:16]=3)[CH2:12][N:11]([C:26]([N:28]3[CH2:29][CH2:30][S:31](=[O:42])[CH2:32][CH2:33]3)=[O:27])[CH2:10]2)[O:6][N:5]=1)[CH3:2]. Procedure details: 129 mg (0.266 mmol) of the compound from Example 64 were reacted according to General Method 2 with 82.7 mg (0.240 mmol) of meta-chloroperbenzoic acid. Enantiomer separation of 132 mg of the racemate according to Method 8D gave 51.0 mg of the title compound from Example 65 (enantiomer 1) and 53.0 mg of the title compound from Example 66 (enantiomer 2). Reactants: N1=CC=CC=C1 (pyridine), Cl.Cl.CN(CCNN=CNC1=CC=C(C(=O)O)C=C1)C (4-[(2-dimethylaminoethyl)aminoiminomethylamino]benzoic acid.dihydrochloride), Cl.C(N)(=N)C=1C=C2C=CC(=C(C2=CC1)CC(N)=O)O (6-amidino-1-carbamoylmethyl-2-naphthol.hydrochloride), C1CCC(CC1)N=C=NC2CCCCC2 (DCC). Reagents/catalysts: CN(C)C=1C=CN=CC1 (DMAP). Run in C(C)C(=O)C.O.C(C)(=O)O (methyl ethyl ketone water acetic acid). Conditions: time 2 hour. Product: CN(CCNN=CNC1=CC=C(C(=O)OC2=C(C3=CC=C(C=C3C=C2)C(N)=N)CC(N)=O)C=C1)C (6-amidino-1-carbamoylmethyl-2-naphthyl 4-[(2-dimethylaminoethyl)aminoiminomethylamino]benzoate). Isolated yield 86.8%. RXN SMILES: N1C=CC=CC=1.Cl.Cl.[CH3:9][N:10]([CH3:26])[CH2:11][CH2:12][NH:13][N:14]=[CH:15][NH:16][C:17]1[CH:25]=[CH:24][C:20]([C:21]([OH:23])=[O:22])=[CH:19][CH:18]=1.Cl.[C:28]([C:31]1[CH:32]=[C:33]2[C:38](=[CH:39][CH:40]=1)[C:37]([CH2:41][C:42](=[O:44])[NH2:43])=[C:36](O)[CH:35]=[CH:34]2)(=[NH:30])[NH2:29].C1CCC(N=C=NC2CCCCC2)CC1>CN(C1C=CN=CC=1)C.C(C(C)=O)C.O.C(O)(=O)C>[CH3:9][N:10]([CH3:26])[CH2:11][CH2:12][NH:13][N:14]=[CH:15][NH:16][C:17]1[CH:25]=[CH:24][C:20]([C:21]([O:23][C:36]2[CH:35]=[CH:34][C:33]3[C:38](=[CH:39][CH:40]=[C:31]([C:28](=[NH:29])[NH2:30])[CH:32]=3)[C:37]=2[CH2:41][C:42](=[O:44])[NH2:43])=[O:22])=[CH:19][CH:18]=1 |f:1.2.3,4.5,8.9.10|. Procedure details: 40 Milliliters of 20% hydrous pyridine was added to 1.5 g of 4-[(2-dimethylaminoethyl)aminoiminomethylamino]benzoic acid.dihydrochloride, 1.03 g of 6-amidino-1-carbamoylmethyl-2-naphthol.hydrochloride, 1.44 g of DCC and 56 mg of DMAP, followed by stirring for 2 hours under cooling with ice and then 24 hours at room temperature. The precipitate was filtered and the filtrate was concentrated under reduced pressure. To the residue was added 15 ml of methanol, and this solution was added dropwise to...